From a dataset of the Open Reaction Database (ORD), a public repository of structured organic reaction records. describe an organic reaction: reactants, conditions, products, and yield Starting materials: NC=1C=CC(NC1NC(C1=C(C=C(C=C1)NS(=O)(=O)C)OC)=O)=O (5-amino-6-(2-methoxy-4-methanesulfonylaminobenzoyl-amino)-2-pyridone). Run in C(C)(=O)O (acetic acid). The product is COC1=C(C=CC(=C1)NS(=O)(=O)C)C1=NC=2C(NC(CC2)=O)=N1 (2-(2-Methoxy-4-methanesulfonylamino-phenyl)-4H-imidazo[4,5-b]pyridin-5-one). Reaction SMILES: [NH2:1][C:2]1[CH:3]=[CH:4][C:5](=[O:24])[NH:6][C:7]=1[NH:8][C:9](=O)[C:10]1[CH:15]=[CH:14][C:13]([NH:16][S:17]([CH3:20])(=[O:19])=[O:18])=[CH:12][C:11]=1[O:21][CH3:22]>C(O)(=O)C>[CH3:22][O:21][C:11]1[CH:12]=[C:13]([NH:16][S:17]([CH3:20])(=[O:19])=[O:18])[CH:14]=[CH:15][C:10]=1[C:9]1[N:8]=[C:7]2[NH:6][C:5](=[O:24])[CH2:4][CH:3]=[C:2]2[N:1]=1. Reported procedure: 2.7 g of 5-amino-6-(2-methoxy-4-methanesulfonylaminobenzoyl-amino)-2-pyridone were refluxed in 50 acetic acid for 1.5 hours. The mixture was then concentrated by evaporation in vacuo, and the residue was purified on silica gel (eluant: methylene chloride/ethanol 1:0 to 1:0.1). Yield: 0.1 g (4% of theory). Melting point: above 255° C. The reactants are CCOc1ccc(OB([O-])[O-])cc1, CN1CCC(C(=O)OC(C)(C)C)=Cc2cc(Br)ccc21, O=C([O-])[O-], CCO, Cc1ccccc1, [K+], [K+]. Product: CCOc1ccc(-c2ccc3c(c2)C=C(C(=O)OC(C)(C)C)CCN3C)cc1. Reaction SMILES: [B:21]([O-:22])([O-:32])[O:33][c:23]1[cH:24][cH:25][c:26]([O:29][CH2:30][CH3:31])[cH:27][cH:28]1.[Br:1][c:2]1[cH:3][cH:4][c:5]2[c:6]([cH:20]1)[CH:7]=[C:8]([C:13](=[O:14])[O:15][C:16]([CH3:17])([CH3:18])[CH3:19])[CH2:9][CH2:10][N:11]2[CH3:12].[C:34](=[O:35])([O-:36])[O-:37].[CH3:40][CH2:41][OH:42].[CH3:43][c:44]1[cH:45][cH:46][cH:47][cH:48][cH:49]1.[K+:38].[K+:39]>>[c:2]1(-[c:23]2[cH:24][cH:25][c:26]([O:29][CH2:30][CH3:31])[cH:27][cH:28]2)[cH:3][cH:4][c:5]2[c:6]([cH:20]1)[CH:7]=[C:8]([C:13](=[O:14])[O:15][C:16]([CH3:17])([CH3:18])[CH3:19])[CH2:9][CH2:10][N:11]2[CH3:12]. Reactants: E1, ClC=1C=C2N(C(N1)=O)CC(N2C(C)C)(C)C (7-chloro-1-isopropyl-2,2-dimethyl-2,3-dihydroimidazo[1,2-c]pyrimidin-5(1H)-one), FC1=C(C=CC(=C1)F)CO ((2,4-difluorophenyl)methanol). The product is FC1=C(COC=2C=C3N(C(N2)=O)CC(N3C(C)C)(C)C)C=CC(=C1)F (7-((2,4-difluorobenzyl)oxy)-1-isopropyl-2,2-dimethyl-2,3-dihydroimidazo[1,2-c]pyrimidin5(1H)-one). As a reaction SMILES: Cl[C:2]1[CH:3]=[C:4]2[N:11]([CH:12]([CH3:14])[CH3:13])[C:10]([CH3:16])([CH3:15])[CH2:9][N:5]2[C:6](=[O:8])[N:7]=1.[F:17][C:18]1[CH:23]=[C:22]([F:24])[CH:21]=[CH:20][C:19]=1[CH2:25][OH:26]>>[F:17][C:18]1[CH:23]=[C:22]([F:24])[CH:21]=[CH:20][C:19]=1[CH2:25][O:26][C:2]1[CH:3]=[C:4]2[N:11]([CH:12]([CH3:14])[CH3:13])[C:10]([CH3:16])([CH3:15])[CH2:9][N:5]2[C:6](=[O:8])[N:7]=1. Procedure: The title compound was prepared by a procedure similar to that described for E1 starting from 7-chloro-1-isopropyl-2,2-dimethyl-2,3-dihydroimidazo[1,2-c]pyrimidin-5(1H)-one and (2,4-difluorophenyl)methanol. Starting materials: C1COCCN1, CC(C)c1nnc2ccc(-c3cn(CCOS(C)(=O)=O)nc3-c3ccc(F)cc3F)nn12, CO. The product is CC(C)c1nnc2ccc(-c3cn(CCN4CCOCC4)nc3-c3ccc(F)cc3F)nn12. RXN SMILES: [CH2:33]1[CH2:34][O:35][CH2:36][CH2:37][NH:38]1.[CH3:1][S:2]([O:3][CH2:6][CH2:7][n:8]1[n:9][c:10](-[c:25]2[c:26]([F:32])[cH:27][c:28]([F:31])[cH:29][cH:30]2)[c:11](-[c:13]2[cH:14][cH:15][c:16]3[n:17]([n:18]2)[c:19]([CH:22]([CH3:23])[CH3:24])[n:20][n:21]3)[cH:12]1)(=[O:4])=[O:5].[CH3:39][OH:40]>>[CH2:6]([CH2:7][n:8]1[n:9][c:10](-[c:25]2[c:26]([F:32])[cH:27][c:28]([F:31])[cH:29][cH:30]2)[c:11](-[c:13]2[cH:14][cH:15][c:16]3[n:17]([n:18]2)[c:19]([CH:22]([CH3:23])[CH3:24])[n:20][n:21]3)[cH:12]1)[N:38]1[CH2:33][CH2:34][O:35][CH2:36][CH2:37]1. Starting materials: ClC=1C=C(C2=C(N1)N(N=C2C)C(C)C)C(=O)NCC=2C(NC(=CC2C)C)=O (6-chloro-N-[(4,6-dimethyl-2-oxo-1,2-dihydro-3-pyridinyl)methyl]-3-methyl-1-(1-methylethyl)-1H-pyrazolo[3,4-b]pyridine-4-carboxamide), CC1(C2=C(C(=CC=C2)P(C3=CC=CC=C3)C4=CC=CC=C4)OC5=C(C=CC=C51)P(C6=CC=CC=C6)C7=CC=CC=C7)C (Xantphos), NC1=CC=C(C(=O)N)C=C1 (4-aminobenzamide), C([O-])([O-])=O.[Cs+].[Cs+] (cesium carbonate). Reagents/catalysts: C(C)(=O)[O-].[Pd+2].C(C)(=O)[O-] (palladium(II) acetate). Solvent: CN(C(C)=O)C (N,N-dimethylacetamide). Conditions: time 1 hour. Yields the product NC(=O)C1=CC=C(C=C1)NC=1C=C(C2=C(N1)N(N=C2)C(C)C)C(=O)NCC=2C(NC(=CC2C)C)=O (6-{[4-(Aminocarbonyl)phenyl]amino}-N-[(4,6-dimethyl-2-oxo-1,2-dihydro-3-pyridinyl)methyl]-1-(1-methylethyl)-1H-pyrazolo[3,4-b]pyridine-4-carboxamide). RXN SMILES: Cl[C:2]1[CH:3]=[C:4]([C:15]([NH:17][CH2:18][C:19]2[C:20](=[O:27])[NH:21][C:22]([CH3:26])=[CH:23][C:24]=2[CH3:25])=[O:16])[C:5]2[C:10](C)=[N:9][N:8]([CH:12]([CH3:14])[CH3:13])[C:6]=2[N:7]=1.[NH2:28][C:29]1[CH:37]=[CH:36][C:32]([C:33]([NH2:35])=[O:34])=[CH:31][CH:30]=1.C(=O)([O-])[O-].[Cs+].[Cs+].CC1(C)C2C(=C(P(C3C=CC=CC=3)C3C=CC=CC=3)C=CC=2)OC2C(P(C3C=CC=CC=3)C3C=CC=CC=3)=CC=CC1=2>C([O-])(=O)C.[Pd+2].C([O-])(=O)C.CN(C)C(=O)C>[NH2:35][C:33]([C:32]1[CH:36]=[CH:37][C:29]([NH:28][C:2]2[CH:3]=[C:4]([C:15]([NH:17][CH2:18][C:19]3[C:20](=[O:27])[NH:21][C:22]([CH3:26])=[CH:23][C:24]=3[CH3:25])=[O:16])[C:5]3[CH:10]=[N:9][N:8]([CH:12]([CH3:13])[CH3:14])[C:6]=3[N:7]=2)=[CH:30][CH:31]=1)=[O:34] |f:2.3.4,6.7.8|. Procedure: The title compound was prepared in the same manner as described in example 74 using 6-chloro-N-[(4,6-dimethyl-2-oxo-1,2-dihydro-3-pyridinyl)methyl]-3-methyl-1-(1-methylethyl)-1H-pyrazolo[3,4-b]pyridine-4-carboxamide (70 mg, 0.180 mmol), 4-aminobenzamide (29.5 mg, 0.217 mmol), cesium carbonate (88 mg, 0.271 mmol), N,N-dimethylacetamide (DMA) (1.5 mL), palladium(II) acetate (2.431 mg, 10.83 μmol) and Xantphos (10.44 mg, 0.018 mmol) wherein the reaction temperature was 150° C. and reaction time was... Starting materials: O=C(Cl)c1ccccc1, CC(C)(C)NNC(=O)c1cccs1, Cc1ccccc1, [Na+], [OH-], O. The product is CC(C)(C)N(NC(=O)c1cccs1)C(=O)c1ccccc1. RXN SMILES: [C:17]([c:18]1[cH:19][cH:20][cH:21][cH:22][cH:23]1)(=[O:24])[Cl:25].[C:1]([CH3:2])([CH3:3])([CH3:4])[NH:5][NH:6][C:7](=[O:8])[c:9]1[s:10][cH:11][cH:12][cH:13]1.[CH3:26][c:27]1[cH:28][cH:29][cH:30][cH:31][cH:32]1.[Na+:15].[OH-:14].[OH2:16]>>[C:1]([CH3:2])([CH3:3])([CH3:4])[N:5]([NH:6][C:7](=[O:8])[c:9]1[s:10][cH:11][cH:12][cH:13]1)[C:17]([c:18]1[cH:19][cH:20][cH:21][cH:22][cH:23]1)=[O:24]. Starting materials: CS(=O)(=O)C=1OC(=NN1)C=1C=CC2=C(C(=CO2)C2=CC=C(C=C2)OC(F)(F)F)C1 (2-(methylsulfonyl)-5-[3-[4-(trifluoromethoxy)phenyl]-1-benzofuran-5-yl]-1,3,4-oxadiazole), CO (methanol). Product: COC=1OC(=NN1)C=1C=CC2=C(C(=CO2)C2=CC=C(C=C2)OC(F)(F)F)C1 (2-methoxy-5-[3-[4-(trifluoromethoxy)phenyl]-1-benzofuran-5-yl]-1,3,4-oxadiazole). Isolated yield 4.0%. RXN SMILES: CS([C:5]1[O:6][C:7]([C:10]2[CH:11]=[CH:12][C:13]3[O:17][CH:16]=[C:15]([C:18]4[CH:23]=[CH:22][C:21]([O:24][C:25]([F:28])([F:27])[F:26])=[CH:20][CH:19]=4)[C:14]=3[CH:29]=2)=[N:8][N:9]=1)(=O)=O.[CH3:30][OH:31]>>[CH3:30][O:31][C:5]1[O:6][C:7]([C:10]2[CH:11]=[CH:12][C:13]3[O:17][CH:16]=[C:15]([C:18]4[CH:19]=[CH:20][C:21]([O:24][C:25]([F:28])([F:26])[F:27])=[CH:22][CH:23]=4)[C:14]=3[CH:29]=2)=[N:8][N:9]=1. Procedure: In the same manner as in Example 110 and using 2-(methylsulfonyl)-5-[3-[4-(trifluoromethoxy)phenyl]-1-benzofuran-5-yl]-1,3,4-oxadiazole instead of 2-(2,3-dihydro-1-benzofuran-5-yl)-5-(methylsulfonyl)-1,3,4-oxadiazole and using methanol instead of 3-fluorobenzyl alcohol, the title compound (yield 4%) was obtained as colorless crystals. Starting materials: ClCCCC#N (4-chlorobutyronitrile), [Cl-].[Al+3].[Cl-].[Cl-] (aluminium chloride), Cl (hydrochloric acid), B(Cl)(Cl)Cl (boron trichloride), NC=1C(=CC=CC1)C (o-toluidine), C(C)OCC (diethyl ether). Run in ClCCCl (1,2 dichloroethane), ClCCCl (1,2 dichloroethane). Reaction conditions: time 1.5 hour. Product: Cl.NC1=C(C=CC=C1C)C(CCCCl)=O (1-(2-Amino-3-methylphenyl)-4-chlorobutan-1-one hydrochloride). As a reaction SMILES: B(Cl)(Cl)[Cl:2].[NH2:5][C:6]1[C:7]([CH3:12])=[CH:8][CH:9]=[CH:10][CH:11]=1.[Cl:13][CH2:14][CH2:15]CC#N.[Cl-].[Al+3].[Cl-].[Cl-].Cl.C([O:26][CH2:27][CH3:28])C>ClCCCl>[ClH:2].[NH2:5][C:6]1[C:7]([CH3:12])=[CH:8][CH:9]=[CH:10][C:11]=1[C:27](=[O:26])[CH2:28][CH2:15][CH2:14][Cl:13] |f:3.4.5.6,10.11|. Reported procedure: To a solution of boron trichloride (55 g) in 1,2 dichloroethane at 0° was added dropwise a solution of o-toluidine (45.7 g, 0.426 mol) in 1,2 dichloroethane (50 ml) maintaining the temperature below 5°. On completion of the addition 4-chlorobutyronitrile (41.4 g, 0.426 mol) and aluminium chloride (53.34 g, 0.426 mol) were added successively. The reaction mixture was allowed to warm up to room temperature and stirred for 1.5 hours, then heated under reflux for 20 hours. The reaction mixture was t... Starting materials: CC1=NN=C(S1)NC(C)C (N-(5-methyl-1,3,4-thiadiazol-2-yl)-1-methylethylamine), C(C1=CC=CC=C1)(=O)Cl (benzoyl chloride). Solvent: N1=CC=CC=C1 (pyridine). Yields the product CC(C)N(C(C1=CC=CC=C1)=O)C=1SC(=NN1)C (N-(1-methylethyl)-N-(5-methyl-1,3,4-thiadiazol-2-yl)benzamide). RXN SMILES: [CH3:1][C:2]1[S:6][C:5]([NH:7][CH:8]([CH3:10])[CH3:9])=[N:4][N:3]=1.[C:11](Cl)(=[O:18])[C:12]1[CH:17]=[CH:16][CH:15]=[CH:14][CH:13]=1>N1C=CC=CC=1>[CH3:9][CH:8]([N:7]([C:5]1[S:6][C:2]([CH3:1])=[N:3][N:4]=1)[C:11](=[O:18])[C:12]1[CH:17]=[CH:16][CH:15]=[CH:14][CH:13]=1)[CH3:10]. Procedure: N-(5-methyl-1,3,4-thiadiazol-2-yl)-1-methylethylamine (5 g, 0.032 mole) in pyridine (100 ml) was treated with benzoyl chloride (4.1 ml). The reaction mixture was stirred and heated to reflux for 51/2 hours. The pyridine was removed under reduced pressure and the residue treated with water and extracted with ether (× 3). The ethereal solution was dried, filtered and evaporated to dryness and the residue recrystallised from ether/petrol ether (40°-60° C.) to give the title compound as a pale yello...